From a dataset of the Open Reaction Database (ORD), a public repository of structured organic reaction records. describe an organic reaction: reactants, conditions, products, and yield Starting materials: C(=O)=O (dry ice), [N+](=O)([O-])C=1C=CC(=NC1)NC1=CC(=CC=C1)N (N1-(5-nitropyridin-2-yl)benzene-1,3-diamine), ( 5 ). The reagents and catalysts are [Pd] (Pd/C). Solvent: CO (MeOH). Conditions: time 2 hour. Yields the product NC=1C=CC(=NC1)NC1=CC(=CC=C1)N (N-(5-aminopyridin-2-yl)benzene-1,3-diamine). As a reaction SMILES: [N+:1]([C:4]1[CH:5]=[CH:6][C:7]([NH:10][C:11]2[CH:16]=[CH:15][CH:14]=[C:13]([NH2:17])[CH:12]=2)=[N:8][CH:9]=1)([O-])=O.C(=O)=O>[Pd].CO>[NH2:1][C:4]1[CH:5]=[CH:6][C:7]([NH:10][C:11]2[CH:16]=[CH:15][CH:14]=[C:13]([NH2:17])[CH:12]=2)=[N:8][CH:9]=1. Procedure details: m-Phenylenediamine (2.8 mmol, 0.30 g) and 2-fluoro-5-nitropyridine (0.92 mmol, 0.13 g) were dissolved in 6 mL of DMSO. The solution was heated to 80° C. for 18 hours. The solution eventually turned dark red. The reaction mixture was cooled to room temperature and purified directly by flash column chromatography (silica, EtOAc:Hexanes=1:3) to give N1-(5-nitropyridin-2-yl)benzene-1,3-diamine as a reddish crystalline compound (0.19 g, 89% yield): 1H NMR (500 MHz, CDCl3) δ 9.08 (d, 1H, J=2.5 Hz), 8....